Dataset: the Open Reaction Database (ORD), a public repository of structured organic reaction records. Task: describe an organic reaction: reactants, conditions, products, and yield The yield is 41.8%. Run in C1CCOC1 (THF), C1CCOC1 (THF). The product is C(C=C)OC=1C(=C(C(=C(C1)F)F)NC1=C(C=C(C=C1)Br)F)[N+](=O)[O-] ((3-allyloxy-5,6-difluoro-2-nitro-phenyl)-(4-bromo-2-fluoro-phenyl)-amine). Reaction conditions: temperature -78 celsius, time 1 hour. Procedure: To a solution of 4-bromo-2-fluoro-phenylamine (0.815 g, 4.3 mmol) in THF (50 mL) was dropwise added LHMDS solution (5.6 mL, 5.6 mmol, 1 M in THF) at −78° C. After stirring for 1 h at −78° C., a solution of 1-allyloxy-3,4,5-trifluoro-2-nitro-benzene (1.1 g, 4.7 mmol) in THF (10 mL) was dropwise added into the reaction mixture, which was stirred at −78° C. for 1 h and at room temperature for 16 h. The progress of reaction was monitored by 1H NMR. After completion, the solvent was removed under red... As a reaction SMILES: [Br:1][C:2]1[CH:7]=[CH:6][C:5]([NH2:8])=[C:4]([F:9])[CH:3]=1.[Li+].C[Si]([N-][Si](C)(C)C)(C)C.[CH2:20]([O:23][C:24]1[CH:29]=[C:28]([F:30])[C:27]([F:31])=[C:26](F)[C:25]=1[N+:33]([O-:35])=[O:34])[CH:21]=[CH2:22]>C1COCC1>[CH2:20]([O:23][C:24]1[C:25]([N+:33]([O-:35])=[O:34])=[C:26]([NH:8][C:5]2[CH:6]=[CH:7][C:2]([Br:1])=[CH:3][C:4]=2[F:9])[C:27]([F:31])=[C:28]([F:30])[CH:29]=1)[CH:21]=[CH2:22] |f:1.2|. Reactants: BrC1=CC(=C(C=C1)N)F (4-bromo-2-fluoro-phenylamine), [Li+].C[Si](C)(C)[N-][Si](C)(C)C (LHMDS), C(C=C)OC1=C(C(=C(C(=C1)F)F)F)[N+](=O)[O-] (1-allyloxy-3,4,5-trifluoro-2-nitro-benzene). The reactants are C1(=CCCCC1)C=1C=NN(C1)CC[C@](C(=O)OCC)(S(=O)(=O)C)C (ethyl (2R)-4-[4-(cyclohex-1-en-1-yl)-1H-pyrazol-1-yl]-2-methyl-2-(methylsulfonyl)butanoate), [Li+].[OH-] (LiOH). The solvent is CO.C1CCOC1 (MeOH THF), O (H2O), O (H2O). Reaction conditions: time 8 hour. Product: C1(=CCCCC1)C=1C=NN(C1)CC[C@](C(=O)O)(S(=O)(=O)C)C ((2R)-4-[4-(cyclohex-1-en-1-yl)-1H-pyrazol-1-yl]-2-methyl-2-(methylsulfonyl)butanoic acid). The yield is 99.9%. Reaction SMILES: [C:1]1([C:7]2[CH:8]=[N:9][N:10]([CH2:12][CH2:13][C@@:14]([CH3:24])([S:20]([CH3:23])(=[O:22])=[O:21])[C:15]([O:17]CC)=[O:16])[CH:11]=2)[CH2:6][CH2:5][CH2:4][CH2:3][CH:2]=1.[Li+].[OH-]>CO.C1COCC1.O>[C:1]1([C:7]2[CH:8]=[N:9][N:10]([CH2:12][CH2:13][C@@:14]([CH3:24])([S:20]([CH3:23])(=[O:21])=[O:22])[C:15]([OH:17])=[O:16])[CH:11]=2)[CH2:6][CH2:5][CH2:4][CH2:3][CH:2]=1 |f:1.2,3.4|. Reported procedure: To a solution of ethyl (2R)-4-[4-(cyclohex-1-en-1-yl)-1H-pyrazol-1-yl]-2-methyl-2-(methylsulfonyl)butanoate (370 mg, 1.04 mmol, 1.0 eq) in MeOH/THF (3 mL:3 mL) was added LiOH (52.5 mg, 2.19 mmol, 2.1 eq) in H2O (1.5 mL) and the mixture allowed to stir at RT overnight. The mixture was diluted with 5 mL of H2O and washed with Et2O. The aqueous layer was then acidified with 1 M HCl which precipitated out a white solid. The solid was filtered off and washed with heptane to give (2R)-4-[4-(cyclohex-1... Starting materials: BrC=1C(=CC(=C(C(=O)OC)C1)O)C (methyl 5-bromo-2-hydroxy-4-methylbenzoate), ClN1C(CCC1=O)=O (N-chlorosuccinimide), O (water). The solvent is CN(C)C=O (DMF). Run at time 8 hour. Yields the product BrC=1C(=C(C(=C(C(=O)OC)C1)O)Cl)C (methyl 5-bromo-3-chloro-2-hydroxy-4-methylbenzoate). Yield: 100.6%. As a reaction SMILES: [Br:1][C:2]1[C:3]([CH3:13])=[CH:4][C:5]([OH:12])=[C:6]([CH:11]=1)[C:7]([O:9][CH3:10])=[O:8].[Cl:14]N1C(=O)CCC1=O.O>CN(C=O)C>[Br:1][C:2]1[C:3]([CH3:13])=[C:4]([Cl:14])[C:5]([OH:12])=[C:6]([CH:11]=1)[C:7]([O:9][CH3:10])=[O:8]. Reported procedure: To a solution of methyl 5-bromo-2-hydroxy-4-methylbenzoate (4.54 g) in DMF (34.0 mL) was added N-chlorosuccinimide (2.47 g), and the mixture was stirred overnight at room temperature. To the reaction mixture was added water, and the mixture was extracted with ethyl acetate. The organic layer was washed with water and saturated brine, and dried over anhydrous magnesium sulfate, and the solvent was evaporated under reduced pressure to give the title compound (5.20 g). The reactants are O=C([O-])[O-], C[S-], Cl, O=C1c2cc(F)c(F)cc2C(=O)c2cc3ccccc3cc21, [K+], [K+], [Na+], C1CCOC1. The product is CSc1cc2c(cc1F)C(=O)c1cc3ccccc3cc1C2=O. Reaction SMILES: [C:23](=[O:24])([O-:25])[O-:26].[CH3:29][S-:30].[ClH:32].[F:1][c:2]1[cH:3][c:4]2[c:17]([cH:18][c:19]1[F:20])[C:16](=[O:21])[c:15]1[c:6]([cH:7][c:8]3[cH:9][cH:10][cH:11][cH:12][c:13]3[cH:14]1)[C:5]2=[O:22].[K+:27].[K+:28].[Na+:31].[O:33]1[CH2:34][CH2:35][CH2:36][CH2:37]1>>[F:1][c:2]1[cH:3][c:4]2[c:17]([cH:18][c:19]1[S:30][CH3:29])[C:16](=[O:21])[c:15]1[c:6]([cH:7][c:8]3[cH:9][cH:10][cH:11][cH:12][c:13]3[cH:14]1)[C:5]2=[O:22]. The reactants are C(C)(C)(C)OC(=O)N1[C@@H](C[C@@H]2CCCC[C@H]12)C(=O)O ((2S,3aS,7aS)-1-(tert-butoxycarbonyl) octahydro-1H-indole-2-carboxylic acid), C(OCC(C)C)(=O)Cl (2-methylpropyl chlorocarbonate), C(O)([O-])=O.[Na+] (sodium hydrogen carbonate), NC1=C(SC(=C1)Br)C(=O)N (3-amino-5-bromothiophene-2-carboxamide). Run in O1CCCC1 (tetrahydrofuran), C(C)N(CC)CC (triethylamine), C(C)(=O)OCC (Ethyl acetate), O1CCCC1 (tetrahydrofuran). Run at time 30 minute. The product is BrC1=CC(=C(S1)C(N)=O)NC(=O)[C@H]1N([C@H]2CCCC[C@H]2C1)C(=O)OC(C)(C)C (tert-butyl (2S,3aS,7aS)-2-[(5-bromo-2-carbamoylthiophen-3-yl)carbamoyl]octahydro-1H-indole-1-carboxylate). Isolated yield 64.6%. Reaction SMILES: [C:1]([O:5][C:6]([N:8]1[C@@H:16]2[C@@H:11]([CH2:12][CH2:13][CH2:14][CH2:15]2)[CH2:10][C@H:9]1[C:17](O)=[O:18])=[O:7])([CH3:4])([CH3:3])[CH3:2].C(Cl)(=O)OCC(C)C.[NH2:28][C:29]1[CH:33]=[C:32]([Br:34])[S:31][C:30]=1[C:35]([NH2:37])=[O:36].C(=O)([O-])O.[Na+]>O1CCCC1.C(OCC)(=O)C.C(N(CC)CC)C>[Br:34][C:32]1[S:31][C:30]([C:35](=[O:36])[NH2:37])=[C:29]([NH:28][C:17]([C@@H:9]2[CH2:10][C@H:11]3[C@H:16]([CH2:15][CH2:14][CH2:13][CH2:12]3)[N:8]2[C:6]([O:5][C:1]([CH3:4])([CH3:3])[CH3:2])=[O:7])=[O:18])[CH:33]=1 |f:3.4|. Procedure: To a solution of (2S,3aS,7aS)-1-(tert-butoxycarbonyl) octahydro-1H-indole-2-carboxylic acid (638 mg) and triethylamine (0.392 mL) in tetrahydrofuran (5 mL) was added 2-methylpropyl chlorocarbonate (0.324 mL) at 0° C., and the mixture was stirred at room temperature for 30 min. Thereafter, to the reaction system was added a solution of 3-amino-5-bromothiophene-2-carboxamide (250 mg) produced in Example 1, step D, in tetrahydrofuran (5 mL), and the mixture was stirred at 60° C. for 26 hr. Ethyl ac... Starting materials: ClC1=CC(=CC=C1)C(=O)OO (3-chloroperbenzoic acid), NC=1SC=C(N1)CSC1=CC=C(C=C1)N (2-amino-4-(4-aminophenylthiomethyl)thiazole). The solvent is ClCCl (dichloromethane), ClCCl (dichloromethane), CN(C=O)C (N,N-dimethylformamide). The product is NC=1SC=C(N1)CS(=O)C1=CC=C(C=C1)N (2-amino-4-(4-aminophenylsulfinylmethyl)thiazole). Yield: 86.3%. As a reaction SMILES: ClC1C=CC=C(C(OO)=[O:9])C=1.[NH2:12][C:13]1[S:14][CH:15]=[C:16]([CH2:18][S:19][C:20]2[CH:25]=[CH:24][C:23]([NH2:26])=[CH:22][CH:21]=2)[N:17]=1>ClCCl.CN(C)C=O>[NH2:12][C:13]1[S:14][CH:15]=[C:16]([CH2:18][S:19]([C:20]2[CH:25]=[CH:24][C:23]([NH2:26])=[CH:22][CH:21]=2)=[O:9])[N:17]=1. Reported procedure: A solution of 3-chloroperbenzoic acid (4.9 g) in dichloromethane (100 ml) was dropwise added to a solution of 2-amino-4-(4-aminophenylthiomethyl)thiazole (5.1 g) in a mixture of dichloromethane (200 ml) and N,N-dimethylformamide (10 ml) at 5° C. with stirring. The mixture was stirred at 5° C. for 1.5 hours with stirring. The precipitates were collected by filtration, washed with ethyl acetate and dried in vacuo to give solid. The solid was recrystallized from ethanol to give 2-amino-4-(4-aminoph... Reactants: ClCCl, CN(C)C=O, O=C(O)C(CC1CCCC1)c1ccc(C(F)(F)F)cc1, CCN(C(C)C)C(C)C, O=C(Cl)C(=O)Cl, Nc1nccs1, C1CCOC1. The product is O=C(Nc1nccs1)C(CC1CCCC1)c1ccc(C(F)(F)F)cc1. As a reaction SMILES: [CH2:42]([Cl:43])[Cl:44].[CH3:50][N:51]([CH3:52])[CH:53]=[O:54].[CH:1]1([CH2:6][CH:7]([C:8](=[O:9])[OH:10])[c:11]2[cH:12][cH:13][c:14]([C:17]([F:18])([F:19])[F:20])[cH:15][cH:16]2)[CH2:2][CH2:3][CH2:4][CH2:5]1.[CH:33]([N:34]([CH2:35][CH3:36])[CH:37]([CH3:38])[CH3:39])([CH3:40])[CH3:41].[Cl:21][C:22]([C:23]([Cl:24])=[O:25])=[O:26].[NH2:27][c:28]1[s:29][cH:30][cH:31][n:32]1.[O:45]1[CH2:46][CH2:47][CH2:48][CH2:49]1>>[CH:1]1([CH2:6][CH:7]([C:8](=[O:10])[NH:27][c:28]2[s:29][cH:30][cH:31][n:32]2)[c:11]2[cH:12][cH:13][c:14]([C:17]([F:18])([F:19])[F:20])[cH:15][cH:16]2)[CH2:2][CH2:3][CH2:4][CH2:5]1. Reported procedure: A solution of PdCl2(dppf)-CH2Cl2 adduct (0.349 g, 0.427 mmol), 1-bromo-2-iodo-4-(trifluoromethyl)benzene (1.500 g, 4.27 mmol), tert-butyl 3-(4,4,5,5-tetramethyl-1,3,2-dioxaborolan-2-yl)-2,5-dihydro-1H-pyrrole-1-carboxylate (ASW MedChem, Inc., New Brunswick, N.J., 1.893 g, 6.41 mmol), and potassium carbonate (3.54 g, 25.6 mmol) in 15 mL dioxane/7.5 mL water was heated to 100° C. for 1 hour. LC/MS showed product, so the reaction mixture was cooled to room temperature and the aqueous layer was remo... Solvent: O1CCOCC1 (dioxane). Reactants: BrC1=C(C=C(C=C1)C(F)(F)F)I (1-bromo-2-iodo-4-(trifluoromethyl)benzene), CC1(OB(OC1(C)C)C=1CN(CC1)C(=O)OC(C)(C)C)C (tert-butyl 3-(4,4,5,5-tetramethyl-1,3,2-dioxaborolan-2-yl)-2,5-dihydro-1H-pyrrole-1-carboxylate), C([O-])([O-])=O.[K+].[K+] (potassium carbonate). Reagents/catalysts: C1=CC=C(C=C1)P([C-]2C=CC=C2)C3=CC=CC=C3.C1=CC=C(C=C1)P([C-]2C=CC=C2)C3=CC=CC=C3.Cl[Pd]Cl.[Fe+2].C(Cl)Cl (PdCl2(dppf) CH2Cl2). Product: BrC1=C(C=C(C=C1)C(F)(F)F)C=1CN(CC1)C(=O)OC(C)(C)C (tert-butyl 3-(2-bromo-5-(trifluoromethyl)phenyl)-2,5-dihydro-1H-pyrrole-1-carboxylate). RXN SMILES: [Br:1][C:2]1[CH:7]=[CH:6][C:5]([C:8]([F:11])([F:10])[F:9])=[CH:4][C:3]=1I.CC1(C)C(C)(C)OB([C:21]2[CH2:22][N:23]([C:26]([O:28][C:29]([CH3:32])([CH3:31])[CH3:30])=[O:27])[CH2:24][CH:25]=2)O1.C(=O)([O-])[O-].[K+].[K+]>O1CCOCC1.C1C=CC(P(C2C=CC=CC=2)[C-]2C=CC=C2)=CC=1.C1C=CC(P(C2C=CC=CC=2)[C-]2C=CC=C2)=CC=1.Cl[Pd]Cl.[Fe+2].C(Cl)Cl>[Br:1][C:2]1[CH:7]=[CH:6][C:5]([C:8]([F:11])([F:10])[F:9])=[CH:4][C:3]=1[C:25]1[CH2:24][N:23]([C:26]([O:28][C:29]([CH3:32])([CH3:31])[CH3:30])=[O:27])[CH2:22][CH:21]=1 |f:2.3.4,6.7.8.9.10|. Yield: 62.1%. Starting materials: FC(S(=O)(=O)OC=1N=C2C(=CNC2=CC1)C1CCN(CC1)C)(F)F (O-Trifluoromethanesulfonyl-3-(1-methylpiperidin-4-yl)-5-hydroxy-4-aza-1H-indole), C1=C(C=CC2=CC=CC=C12)B(O)O (2-naphthylboronic acid). Yields the product C1=C(C=CC2=CC=CC=C12)C=1N=C2C(=CNC2=CC1)C1CCN(CC1)C (5-(Naphth-2-yl)-3-(1-Methylpiperidin-4-yl)-4-Aza-1H-Indole). Yield: 91.8%. As a reaction SMILES: FC(F)(F)S(O[C:7]1[N:8]=[C:9]2[C:13](=[CH:14][CH:15]=1)[NH:12][CH:11]=[C:10]2[CH:16]1[CH2:21][CH2:20][N:19]([CH3:22])[CH2:18][CH2:17]1)(=O)=O.[CH:25]1[C:34]2[C:29](=[CH:30][CH:31]=[CH:32][CH:33]=2)[CH:28]=[CH:27][C:26]=1B(O)O>>[CH:33]1[C:34]2[C:29](=[CH:28][CH:27]=[CH:26][CH:25]=2)[CH:30]=[CH:31][C:32]=1[C:7]1[N:8]=[C:9]2[C:13](=[CH:14][CH:15]=1)[NH:12][CH:11]=[C:10]2[CH:16]1[CH2:21][CH2:20][N:19]([CH3:22])[CH2:18][CH2:17]1. Procedure details: O-Trifluoromethanesulfonyl-3-(1-methylpiperidin-4-yl)-5-hydroxy-4-aza-1H-indole (164 mg, 0.450 mmol) and 2-naphthylboronic acid (124 mg, 0.720 mmol) were converted to 141 mg of the title compound by the procedure of Example 3. (91%). MS(FD) m/e 341.8 (M+). EA calculated for C23H23N3: C, 80.94; H, 6.74; N, 12.32. Found: C, 88.11; H, 6.87; N, 12.27. The reactants are CCc1ccccc1N, CC#N, [N-]=[N+]=Nc1ccc(C(=O)O)cc1, CN(C)C=O, On1nnc2ccccc21. Yields the product CCc1ccccc1NC(=O)c1ccc(N=[N+]=[N-])cc1. As a reaction SMILES: [CH3:23][CH2:24][c:25]1[c:26]([NH2:31])[cH:27][cH:28][cH:29][cH:30]1.[CH3:32][C:33]#[N:34].[N:1](=[N+:2]=[N-:3])[c:4]1[cH:5][cH:6][c:7]([C:8](=[O:9])[OH:10])[cH:11][cH:12]1.[O:35]=[CH:36][N:37]([CH3:38])[CH3:39].[OH:13][n:14]1[c:15]2[c:16]([cH:17][cH:18][cH:19][cH:20]2)[n:21][n:22]1>>[N:1](=[N+:2]=[N-:3])[c:4]1[cH:5][cH:6][c:7]([C:8](=[O:10])[NH:31][c:26]2[c:25]([CH2:24][CH3:23])[cH:30][cH:29][cH:28][cH:27]2)[cH:11][cH:12]1.